This data is from the Open Reaction Database (ORD), a public repository of structured organic reaction records. The task is: describe an organic reaction: reactants, conditions, products, and yield Reactants: C(CCC)C=1OC2=C(C1CCC1=CC=C(C=C1)OC)C=CC=C2 (2-butyl-3-[2-(4-methoxy-phenyl)-ethyl]-benzofuran), B(Br)(Br)Br.C(Cl)Cl (boron tribromide CH2Cl2). Solvent: C(Cl)Cl (CH2Cl2). Yields the product C(CCC)C=1OC2=C(C1CCC1=CC=C(C=C1)O)C=CC=C2 (4-[2-(2-Butyl-benzofuran-3-yl)-ethyl]-phenol). As a reaction SMILES: [CH2:1]([C:5]1[O:6][C:7]2[CH:23]=[CH:22][CH:21]=[CH:20][C:8]=2[C:9]=1[CH2:10][CH2:11][C:12]1[CH:17]=[CH:16][C:15]([O:18]C)=[CH:14][CH:13]=1)[CH2:2][CH2:3][CH3:4].B(Br)(Br)Br.C(Cl)Cl>C(Cl)Cl>[CH2:1]([C:5]1[O:6][C:7]2[CH:23]=[CH:22][CH:21]=[CH:20][C:8]=2[C:9]=1[CH2:10][CH2:11][C:12]1[CH:13]=[CH:14][C:15]([OH:18])=[CH:16][CH:17]=1)[CH2:2][CH2:3][CH3:4] |f:1.2|. Procedure: The title compound was prepared according to the procedure in Example 5, step 3 using 2-butyl-3-[2-(4-methoxy-phenyl)-ethyl]-benzofuran (0.300 g, 0.973 mmol) and 1M boron tribromide/CH2Cl2 (3.11 mL) in CH2Cl2. Purification on silica gel eluting with 50% EtOAc/pet. ether gave the title compound as a dark oil. 1H NMR (DMSO-d6) δ0.84 (t, 3H), 1.22 (sextet, 2H), 1.41 (quintet, 2H), 2.52 (t, 2H), 2.74 (t, 2H), 2.81 (t, 2H), 6.61 (d, 2H), 6.91 (d, 2H), 7.15-7.21 (m, 2H), 7.40-7.43 (m, 1H), 7.52-7.54 (... Starting materials: CC(=O)N1CCC(=O)CC1, CO, COC(OC)OC, O, Cc1ccc(S(=O)(=O)O)cc1. Yields the product COC1(OC)CCN(C(C)=O)CC1. RXN SMILES: [C:1]([CH3:2])(=[O:3])[N:4]1[CH2:5][CH2:6][C:7](=[O:10])[CH2:8][CH2:9]1.[CH3:30][OH:31].[CH:11]([O:12][CH3:13])([O:14][CH3:15])[O:16][CH3:17].[OH2:18].[c:19]1([CH3:20])[cH:21][cH:22][c:23]([S:24]([OH:25])(=[O:26])=[O:27])[cH:28][cH:29]1>>[C:1]([CH3:2])(=[O:3])[N:4]1[CH2:5][CH2:6][C:11]([O:14][CH3:15])([O:16][CH3:17])[CH2:8][CH2:9]1.